This data is from the Open Reaction Database (ORD), a public repository of structured organic reaction records. The task is: describe an organic reaction: reactants, conditions, products, and yield The reactants are CC(C)(C)OC(=O)N1CCC(OS(C)(=O)=O)C1, O=C([O-])[O-], CC1(C)OB(c2cn[nH]c2)OC1(C)C, CCOC(C)=O, [Cs+], [Cs+], CN(C)C=O. Yields the product CC(C)(C)OC(=O)N1CCC(n2cc(B3OC(C)(C)C(C)(C)O3)cn2)C1. Reaction SMILES: [C:15]([CH3:16])([CH3:17])([CH3:18])[O:19][C:20](=[O:21])[N:22]1[CH2:23][CH:24]([O:27][S:28]([CH3:29])(=[O:30])=[O:31])[CH2:25][CH2:26]1.[C:32](=[O:33])([O-:34])[O-:35].[CH3:1][C:2]1([CH3:14])[O:3][B:4]([c:9]2[cH:10][n:11][nH:12][cH:13]2)[O:5][C:6]1([CH3:7])[CH3:8].[CH3:43][CH2:44][O:45][C:46]([CH3:47])=[O:48].[Cs+:36].[Cs+:37].[O:38]=[CH:39][N:40]([CH3:41])[CH3:42]>>[CH3:1][C:2]1([CH3:14])[O:3][B:4]([c:9]2[cH:10][n:11][n:12]([CH:24]3[CH2:23][N:22]([C:20]([O:19][C:15]([CH3:16])([CH3:17])[CH3:18])=[O:21])[CH2:26][CH2:25]3)[cH:13]2)[O:5][C:6]1([CH3:7])[CH3:8]. The reactants are Cl (hydrochloric acid), Cl.COC(\C=C\C1=CC=C(C=C1)CNCCC1=C(NC2=CC=CC=C12)C)=O ((E)-3-(4-{[2-(2-methyl-1H-indol-3-yl)-ethylamino]-methyl]phenyl)-acrylic acid methyl ester hydrochloride salt), NO (hydroxylamine), [OH-].[Na+] (sodium hydroxide), NO (hydroxylamine), NO (hydroxylamine), solution, [OH-].[Na+] (sodium hydroxide). Solvent: O (water), O (water), CO (methanol), CO (methanol), O (water). Reaction conditions: temperature -15 celsius, time 7 hour. The product is ONC(\C=C\C1=CC=C(C=C1)CNCCC1=C(NC2=CC=CC=C12)C)=O (N-hydroxy-3-[4-[[[2-(2-methyl-1H-indol-3-yl)ethyl]amino]methyl]phenyl]-2E-2-propenamide). RXN SMILES: Cl.C[O:3][C:4](=O)/[CH:5]=[CH:6]/[C:7]1[CH:12]=[CH:11][C:10]([CH2:13][NH:14][CH2:15][CH2:16][C:17]2[C:25]3[C:20](=[CH:21][CH:22]=[CH:23][CH:24]=3)[NH:19][C:18]=2[CH3:26])=[CH:9][CH:8]=1.[OH-:28].[Na+].[NH2:30]O.Cl>CO.O>[OH:28][NH:30][C:4](=[O:3])/[CH:5]=[CH:6]/[C:7]1[CH:12]=[CH:11][C:10]([CH2:13][NH:14][CH2:15][CH2:16][C:17]2[C:25]3[C:20](=[CH:21][CH:22]=[CH:23][CH:24]=3)[NH:19][C:18]=2[CH3:26])=[CH:9][CH:8]=1 |f:0.1,2.3|. Reported procedure: (E)-3-(4-{[2-(2-methyl-1H-indol-3-yl)-ethylamino]-methyl]phenyl)-acrylic acid methyl ester hydrochloride salt (90 g, 233.8 mmole) is placed in a 4-necked reaction flask and methanol (475 g) is added. The suspension is cooled to −15° C. A solution of sodium hydroxide (28.2 g, 705 mmole) in methanol (419.2 g) is added to the suspension at −15° C. (addition time ca. 30 minutes), followed by the addition of the hydroxylamine solution (100.3 g of a 50% solution in water, corresponding to 50.15 g hydr... Reactants: NC1=C(CO)C=C(C=C1)OC(F)(F)F (2-amino-5-trifluoromethoxybenzyl alcohol). The reagents and catalysts are [O-2].[Mn+4].[O-2] (manganese (IV) oxide). Solvent: C(Cl)(Cl)Cl (chloroform). Product: NC1=C(C=O)C=C(C=C1)OC(F)(F)F (2-amino-5-(trifluoromethoxy)-benzaldehyde). Yield: 85.1%. Reaction SMILES: [NH2:1][C:2]1[CH:9]=[CH:8][C:7]([O:10][C:11]([F:14])([F:13])[F:12])=[CH:6][C:3]=1[CH2:4][OH:5]>C(Cl)(Cl)Cl.[O-2].[Mn+4].[O-2]>[NH2:1][C:2]1[CH:9]=[CH:8][C:7]([O:10][C:11]([F:12])([F:13])[F:14])=[CH:6][C:3]=1[CH:4]=[O:5] |f:2.3.4|. Procedure: The 2-amino-5-trifluoromethoxybenzyl alcohol from Step 2 (9.7 g, 47 mmol) and manganese (IV) oxide (21 g, 240 mmol) were refluxed in chloroform (200 mL) for 1 hour. The contents were allowed to cool and filtered. The filtrate was concentrated in vacuo leaving an amber oil (8.2 g) which solidified. The oil was distilled (bulb to bulb apparatus) at 50° C. (0.1 mm) to afford a yellow solid (7.2 g). The solid was recrystallized from hexanes to afford the desired 2-amino-5-(trifluoromethoxy)-benzalde... The reactants are [Mn](=O)(=O)(=O)[O-].[K+] (potassium permanganate), ClC1=CC=2C(C3=CC=CC=C3C2C(=C1)C)(O)C(F)(F)F (2-chloro-4-methyl-9-trifluoromethyl-9H-fluoren-9-ol), O (water), [Mn](=O)(=O)(=O)[O-].[K+] (Potassium permanganate), [Mn](=O)(=O)(=O)[O-].[K+] (potassium permanganate). The solvent is N1=CC=CC=C1 (pyridine), N1=CC=CC=C1 (pyridine). Conditions: time 2 hour. The product is ClC1=CC=2C(C3=CC=CC=C3C2C(=C1)C(=O)O)(C(F)(F)F)O (2-chloro-9-hydroxy-9-trifluoromethyl-9H-fluorene-4-carboxylic acid). The yield is 76.0%. RXN SMILES: [Cl:1][C:2]1[CH:14]=[C:13]([CH3:15])[C:12]2[C:11]3[C:6](=[CH:7][CH:8]=[CH:9][CH:10]=3)[C:5]([C:17]([F:20])([F:19])[F:18])([OH:16])[C:4]=2[CH:3]=1.[OH2:21].[Mn]([O-])(=O)(=O)=[O:23].[K+]>N1C=CC=CC=1>[Cl:1][C:2]1[CH:14]=[C:13]([C:15]([OH:23])=[O:21])[C:12]2[C:11]3[C:6](=[CH:7][CH:8]=[CH:9][CH:10]=3)[C:5]([OH:16])([C:17]([F:18])([F:19])[F:20])[C:4]=2[CH:3]=1 |f:2.3|. Reported procedure: To a mixture of 2-chloro-4-methyl-9-trifluoromethyl-9H-fluoren-9-ol (2.987 g), pyridine (6 ml) and water (24 ml) was added potassium permanganate (7.902 g) at 100° C., and the mixture was stirred for 2 hr. To this mixture were added further potassium permanganate (4.70 g) and pyridine (6 ml) and the mixture was stirred at 100° C. for 2 hr. Potassium permanganate (4.70 g) was further added and the mixture was stirred at 100° C. for 2 hr. This operation was repeated twice. The reaction mixture was...